From a dataset of the Open Reaction Database (ORD), a public repository of structured organic reaction records. describe an organic reaction: reactants, conditions, products, and yield Reactants: ClC1=C(C=C(C(=C1)Cl)O)N1C(N2C(=CCCC2)C1=O)=O (2-(2,4-dichloro-5-hydroxyphenyl)-5,6-dihydroimidazo [1,5-a] pyridine-1,3[2H, 7H]-dione), CI (methyliodide), C([O-])([O-])=O.[K+].[K+] (potassium carbonate), [Cl-].[NH4+] (ammonium chloride). Solvent: C(C)#N (acetonitrile). Yields the product ClC1=C(C=C(C(=C1)Cl)OC)N1C(N2C(=CCCC2)C1=O)=O (2-(2,4-dichloro-5-methyloxyphenyl)-5,6-dihydroimidazo [1,5-a] pyridine-1,3[2H, 7H]-dione). Yield: 132.5%. RXN SMILES: [Cl:1][C:2]1[CH:7]=[C:6]([Cl:8])[C:5]([OH:9])=[CH:4][C:3]=1[N:10]1[C:18](=[O:19])[C:13]2=[CH:14][CH2:15][CH2:16][CH2:17][N:12]2[C:11]1=[O:20].CI.[C:23](=O)([O-])[O-].[K+].[K+].[Cl-].[NH4+]>C(#N)C>[Cl:1][C:2]1[CH:7]=[C:6]([Cl:8])[C:5]([O:9][CH3:23])=[CH:4][C:3]=1[N:10]1[C:18](=[O:19])[C:13]2=[CH:14][CH2:15][CH2:16][CH2:17][N:12]2[C:11]1=[O:20] |f:2.3.4,5.6|. Reported procedure: An acetonitrile (10 mL) solution of 2-(2,4-dichloro-5-hydroxyphenyl)-5,6-dihydroimidazo [1,5-a] pyridine-1,3[2H, 7H]-dione (0.62 g, 2.0 mmol), methyliodide (0.25 mL, 4 mmol) and potassium carbonate (0.21 g, 1.5 mmol) was stirred for 2 hours under reflux. A saturated ammonium chloride solution (20 mL) was added to the resulting mixture and the organic layer was separated. The aqueous layer was extracted with diethyl ether (10 mL×2 times), and the organic layer combined was washed with a saturated...